From a dataset of the Open Reaction Database (ORD), a public repository of structured organic reaction records. describe an organic reaction: reactants, conditions, products, and yield The reactants are [OH-].[K+] (KOH), C(=S)=S (carbon disulfide), NC1=C(C(=CC=C1)N)O (2,6-diaminophenol). Run in CCO (EtOH), O (water). Product: NC1=CC=CC=2NC(OC21)=S (7-Amino-3H-benzoxazole-2-thione). Yield: 49.7%. Reaction SMILES: [OH-].[K+].[C:3](=[S:5])=S.[NH2:6][C:7]1[CH:12]=[CH:11][CH:10]=[C:9]([NH2:13])[C:8]=1[OH:14]>CCO.O>[NH2:6][C:7]1[C:8]2[O:14][C:3](=[S:5])[NH:13][C:9]=2[CH:10]=[CH:11][CH:12]=1 |f:0.1|. Procedure details: A solution of KOH (0.875 g, 15.6 mmol) in EtOH (14.3 mL) and water (2.6 mL) was treated with carbon disulfide (0.828 g, 10.9 mmol), followed by of 2,6-diaminophenol (1.50 g, 12.1 mmol). The mixture was heated at reflux temperature for 3 h, concentrated, neutralized with 1M HCl to pH 7, and extracted with EtOAc. The extracts were combined, dried over Na2SO4 and concentrated in vacuo to afford the title compound (0.90 g, 45%), characterized by NMR and mass spectral analyses. Reactants: C1(=CC=CC=C1)C#C (Phenylacetylene), CC(C=O)C (2-methylpropanal), C(C1=CC=CC=C1)NCC1=CC=CC=C1 (dibenzylamine), CuBr. Solvent: C1(=CC=CC=C1)C (toluene). Reaction conditions: time 30 minute. The product is C(C1=CC=CC=C1)N(C(C#CC1=CC=CC=C1)C(C)C)CC1=CC=CC=C1 (N,N-Dibenzyl-4-methyl-1-phenyl-1-pentyn-3-amine). Isolated yield 85.0%. As a reaction SMILES: [C:1]1([C:7]#[CH:8])[CH:6]=[CH:5][CH:4]=[CH:3][CH:2]=1.[CH3:9][CH:10]([CH3:13])[CH:11]=O.[CH2:14]([NH:21][CH2:22][C:23]1[CH:28]=[CH:27][CH:26]=[CH:25][CH:24]=1)[C:15]1[CH:20]=[CH:19][CH:18]=[CH:17][CH:16]=1>C1(C)C=CC=CC=1>[CH2:22]([N:21]([CH2:14][C:15]1[CH:20]=[CH:19][CH:18]=[CH:17][CH:16]=1)[CH:9]([CH:10]([CH3:13])[CH3:11])[C:8]#[C:7][C:1]1[CH:6]=[CH:5][CH:4]=[CH:3][CH:2]=1)[C:23]1[CH:28]=[CH:27][CH:26]=[CH:25][CH:24]=1. Reported procedure: In a dry, argon flushed 5 mL flask, equipped with a magnetic stirrer and a septum, CuBr (1.5 mg, 0.01 mmol, 5 mol %) and (R)(+)-FLiNAP (5.7 mg, 0.011 mmol, 5.5 mol %) were suspended in dry toluene (1 mL) and stirred for 30 min. Phenylacetylene (9) (21 mg, 0.2 mmol), 2-methylpropanal (7) (15 mg, 0.2 mmol) and dibenzylamine (8) (40 mg, 0.2 mmol) were then added. The reaction mixture was stirred at room temperature for 2 days. The crude product was concentrated under reduced pressure and purified b... Reactants: O=C(O)C(O)C(O)C(=O)O, CCCCN(CCCC)CCCC, [Cl-], C[N+](C)(C)CC(O)CCl, O. Product: CCCCN(CCCC)CCCC, Cl. Reaction SMILES: [C:14]([OH:15])(=[O:16])[CH:17]([CH:18]([C:19]([OH:20])=[O:21])[OH:22])[OH:23].[CH2:1]([CH2:2][CH2:3][CH3:4])[N:5]([CH2:6][CH2:7][CH2:8][CH3:9])[CH2:10][CH2:11][CH2:12][CH3:13].[Cl-:24].[Cl:25][CH2:26][CH:27]([OH:28])[CH2:29][N+:30]([CH3:31])([CH3:32])[CH3:33].[OH2:34]>>[CH2:1]([CH2:2][CH2:3][CH3:4])[N:5]([CH2:6][CH2:7][CH2:8][CH3:9])[CH2:10][CH2:11][CH2:12][CH3:13].[ClH:25]. The reactants are BrC1=CC(=C(C=C1)C(=O)N1CCN(CC1)C1=C(C=C(C=C1)C)C)S(=O)(=O)C ((4-bromo-2-methanesulfonylphenyl)[4-(2,4-dimethylphenyl)piperazin-1-yl]methanone), N1C(CC1)=O (azetidin-2-one). The product is CC1=C(C=CC(=C1)C)N1CCN(CC1)C(=O)C1=C(C=C(C=C1)N1C(CC1)=O)S(=O)(=O)C (1-{4-[4-(2,4-dimethylphenyl)piperazine-1-carbonyl]-3-methanesulfonylphenyl}azetidin-2-one). The yield is 17.9%. Reaction SMILES: Br[C:2]1[CH:7]=[CH:6][C:5]([C:8]([N:10]2[CH2:15][CH2:14][N:13]([C:16]3[CH:21]=[CH:20][C:19]([CH3:22])=[CH:18][C:17]=3[CH3:23])[CH2:12][CH2:11]2)=[O:9])=[C:4]([S:24]([CH3:27])(=[O:26])=[O:25])[CH:3]=1.[NH:28]1[CH2:31][CH2:30][C:29]1=[O:32]>>[CH3:23][C:17]1[CH:18]=[C:19]([CH3:22])[CH:20]=[CH:21][C:16]=1[N:13]1[CH2:14][CH2:15][N:10]([C:8]([C:5]2[CH:6]=[CH:7][C:2]([N:28]3[CH2:31][CH2:30][C:29]3=[O:32])=[CH:3][C:4]=2[S:24]([CH3:27])(=[O:26])=[O:25])=[O:9])[CH2:11][CH2:12]1. Procedure: Using (4-bromo-2-methanesulfonylphenyl)[4-(2,4-dimethylphenyl)piperazin-1-yl]methanone (903 mg) described in Preparation Example 110 and azetidin-2-one (142 mg) and by the reaction and treatment in the same manner as in Example 1, the title compound (158 mg) was obtained. Starting materials: CC(C)CBr, O=C([O-])[O-], CC(=O)NC(Cc1cc(O)cc(F)c1)C(O)C1COC(OCC(C)(C)C)C(C)N1C(=O)OC(C)(C)C, CN(C)C=O, CCOC(C)=O, [Cs+], [Cs+]. Yields the product CC(=O)NC(Cc1cc(F)cc(OCC(C)C)c1)C(O)C1COC(OCC(C)(C)C)C(C)N1C(=O)OC(C)(C)C. RXN SMILES: [Br:1][CH2:2][CH:3]([CH3:4])[CH3:5].[C:42](=[O:43])([O-:44])[O-:45].[C:6]([CH3:7])([CH3:8])([CH3:9])[O:10][C:11](=[O:12])[N:13]1[CH:14]([CH3:41])[CH:15]([O:35][CH2:36][C:37]([CH3:38])([CH3:39])[CH3:40])[O:16][CH2:17][CH:18]1[CH:19]([CH:20]([CH2:21][c:22]1[cH:23][c:24]([F:29])[cH:25][c:26]([OH:28])[cH:27]1)[NH:30][C:31]([CH3:32])=[O:33])[OH:34].[CH3:48][N:49]([CH3:50])[CH:51]=[O:52].[CH3:53][CH2:54][O:55][C:56](=[O:57])[CH3:58].[Cs+:46].[Cs+:47]>>[CH2:2]([CH:3]([CH3:4])[CH3:5])[O:28][c:26]1[cH:25][c:24]([F:29])[cH:23][c:22]([CH2:21][CH:20]([CH:19]([CH:18]2[N:13]([C:11]([O:10][C:6]([CH3:7])([CH3:8])[CH3:9])=[O:12])[CH:14]([CH3:41])[CH:15]([O:35][CH2:36][C:37]([CH3:38])([CH3:39])[CH3:40])[O:16][CH2:17]2)[OH:34])[NH:30][C:31]([CH3:32])=[O:33])[cH:27]1. Starting materials: O=C([O-])[O-], ClCCl, [Cs+], [Cs+], O=Cc1ccc(F)cc1, CN(C)C=O, O, Oc1ccc(-c2ncco2)cc1. Product: O=Cc1ccc(Oc2ccc(-c3ncco3)cc2)cc1. Reaction SMILES: [C:13](=[O:14])([O-:15])[O-:16].[CH2:34]([Cl:35])[Cl:36].[Cs+:17].[Cs+:18].[F:19][c:20]1[cH:21][cH:22][c:23]([CH:24]=[O:25])[cH:26][cH:27]1.[O:29]=[CH:30][N:31]([CH3:32])[CH3:33].[OH2:28].[o:1]1[c:2](-[c:6]2[cH:7][cH:8][c:9]([OH:12])[cH:10][cH:11]2)[n:3][cH:4][cH:5]1>>[o:1]1[c:2](-[c:6]2[cH:7][cH:8][c:9]([O:12][c:20]3[cH:21][cH:22][c:23]([CH:24]=[O:25])[cH:26][cH:27]3)[cH:10][cH:11]2)[n:3][cH:4][cH:5]1. Reactants: O=C(n1ccnc1)n1ccnc1, C1CCOC1, CNOC, Cc1cnc(C(=O)O)c(NS(=O)(=O)c2ccc(Cl)c(C(F)(F)F)c2)c1, Cl. Product: CON(C)C(=O)c1ncc(C)cc1NS(=O)(=O)c1ccc(Cl)c(C(F)(F)F)c1. As a reaction SMILES: [C:26]([n:27]1[cH:28][cH:29][n:30][cH:31]1)([n:32]1[cH:33][cH:34][n:35][cH:36]1)=[O:37].[CH2:43]1[O:44][CH2:45][CH2:46][CH2:47]1.[CH3:39][O:40][NH:41][CH3:42].[Cl:1][c:2]1[c:3]([C:22]([F:23])([F:24])[F:25])[cH:4][c:5]([S:8](=[O:9])(=[O:10])[NH:11][c:12]2[c:13]([C:19](=[O:20])[OH:21])[n:14][cH:15][c:16]([CH3:18])[cH:17]2)[cH:6][cH:7]1.[ClH:38]>>[Cl:1][c:2]1[c:3]([C:22]([F:23])([F:24])[F:25])[cH:4][c:5]([S:8](=[O:9])(=[O:10])[NH:11][c:12]2[c:13]([C:19](=[O:21])[N:41]([O:40][CH3:39])[CH3:42])[n:14][cH:15][c:16]([CH3:18])[cH:17]2)[cH:6][cH:7]1. Reactants: CC([O-])=S, CS(=O)(=O)OC1CN(c2nc(C(=O)NCCNC(=O)OCc3ccc([N+](=O)[O-])cc3)cs2)C1, CN(C)C=O, [K+]. Product: CC(=O)SC1CN(c2nc(C(=O)NCCNC(=O)OCc3ccc([N+](=O)[O-])cc3)cs2)C1. Reaction SMILES: [C:34]([CH3:35])(=[S:36])[O-:37].[CH3:1][S:2]([O:3][CH:6]1[CH2:7][N:8]([c:10]2[s:11][cH:12][c:13]([C:15]([NH:16][CH2:17][CH2:18][NH:19][C:20](=[O:21])[O:22][CH2:23][c:24]3[cH:25][cH:26][c:27]([N+:30](=[O:31])[O-:32])[cH:28][cH:29]3)=[O:33])[n:14]2)[CH2:9]1)(=[O:4])=[O:5].[CH3:39][N:40]([CH3:41])[CH:42]=[O:43].[K+:38]>>[CH:6]1([S:36][C:34]([CH3:35])=[O:37])[CH2:7][N:8]([c:10]2[s:11][cH:12][c:13]([C:15]([NH:16][CH2:17][CH2:18][NH:19][C:20](=[O:21])[O:22][CH2:23][c:24]3[cH:25][cH:26][c:27]([N+:30](=[O:31])[O-:32])[cH:28][cH:29]3)=[O:33])[n:14]2)[CH2:9]1. Starting materials: CC(=O)OC1C(C)OC(O)C(OC(C)=O)C1OC(C)=O, CCN(CC)S(F)(F)F, ClCCl. The product is CC(=O)OC1C(C)OC(F)C(OC(C)=O)C1OC(C)=O. Reaction SMILES: [C:1]([CH3:2])(=[O:3])[O:4][CH:5]1[CH:6]([OH:7])[O:8][CH:9]([CH3:20])[CH:10]([O:16][C:17]([CH3:18])=[O:19])[CH:11]1[O:12][C:13]([CH3:14])=[O:15].[CH2:21]([N:22]([S:23]([F:24])([F:25])[F:27])[CH2:26][CH3:28])[CH3:29].[CH2:30]([Cl:31])[Cl:32]>>[C:1]([CH3:2])(=[O:3])[O:4][CH:5]1[CH:6]([F:27])[O:8][CH:9]([CH3:20])[CH:10]([O:16][C:17]([CH3:18])=[O:19])[CH:11]1[O:12][C:13]([CH3:14])=[O:15].